From a dataset of the Open Reaction Database (ORD), a public repository of structured organic reaction records. describe an organic reaction: reactants, conditions, products, and yield Starting materials: 45, C(N)(OCCCCCl)=O (δ-chlorobutyl carbamate), C(=O)(Cl)Cl (phosgene), C(=O)(Cl)Cl (phosgene), C(=O)(Cl)Cl (phosgene). Reaction conditions: time 6 hour. Reaction SMILES: [C:1](=[O:9])([O:3][CH2:4][CH2:5][CH2:6][CH2:7][Cl:8])[NH2:2].[C:10](Cl)(Cl)=[O:11]>CCCCCCCCCCCCCCCCCCCNC=O.ClC1C=CC=CC=1>[Cl:8][CH2:7][CH2:6][CH2:5][CH2:4][O:3][C:1]([N:2]=[C:10]=[O:11])=[O:9]. Yields the product ClCCCCOC(=O)N=C=O (δ-chlorobutyloxycarbonyl isocyanate). Run in ClC1=CC=CC=C1 (chlorobenzene). Reagents/catalysts: CCCCCCCCCCCCCCCCCCCNC=O (methylstearylformamide). Yield: 44.0%. Reported procedure: 45 5 g of δ-chlorobutyl carbamate were initially introduced as a melt and 63 g of phosgene were passed into the melt at 80° C. within 6 hours. 150 g of chlorobenzene and 0.36 g (=0.4 mol %) of methylstearylformamide were then added and a further 159 g of phosgene were passed into the mixture at 130° C. over a further 16 hours. Excess phosgene was subsequently driven out using nitrogen. 23.7 g of δ-chlorobutyloxycarbonyl isocyanate having a boiling point of 86° to 109° C. at 20 mbar were obtained...